Task: describe an organic reaction: reactants, conditions, products, and yield. Dataset: the Open Reaction Database (ORD), a public repository of structured organic reaction records Reactants: CC(C(C)(C)O1)(C)OB1C2=CC=C(N3C(C)=CC(C)=N3)C=C2, BrC1=CC2=C(C=C1)C=CN2. Reagents/catalysts: CC(C)(C)C1=CC=C(C=C1)C2=CC=C(C=C2)C(C)(C)C, C(=O)([O-])[O-].[Na+].[Na+], C1=CC=C(C=C1)P(C2=CC=CC=C2)C3=CC=CC=C3.C1=CC=C(C=C1)P(C2=CC=CC=C2)C3=CC=CC=C3.C1=CC=C(C=C1)P(C2=CC=CC=C2)C3=CC=CC=C3.C1=CC=C(C=C1)P(C2=CC=CC=C2)C3=CC=CC=C3.[Pd]. Solvent: COCCOC, O (water), COCCOC. Run at temperature 85 celsius, time 24 hour. Product: CC1=CC(C)=NN1C2=CC=C(C3=CC4=C(C=C3)C=CN4)C=C2. Isolated yield 48.0%. The reactants are O=C([O-])[O-], O=C([O-])O, COC(=O)c1cc(F)c2ccccc2c1O, [Cs+], [Cs+], FC(F)(F)c1ccc(CBr)cc1, [I-], [K+], [Na+], CN(C)C=O. Yields the product COC(=O)c1cc(F)c2ccccc2c1OCc1ccc(C(F)(F)F)cc1. Reaction SMILES: [C:17](=[O:18])([O-:19])[O-:20].[C:37](=[O:38])([OH:39])[O-:40].[CH3:1][O:2][C:3](=[O:4])[c:5]1[c:6]([OH:16])[c:7]2[cH:8][cH:9][cH:10][cH:11][c:12]2[c:13]([F:15])[cH:14]1.[Cs+:21].[Cs+:22].[F:25][C:26]([c:27]1[cH:28][cH:29][c:30]([CH2:31][Br:32])[cH:33][cH:34]1)([F:35])[F:36].[I-:24].[K+:23].[Na+:41].[O:42]=[CH:43][N:44]([CH3:45])[CH3:46]>>[CH3:1][O:2][C:3](=[O:4])[c:5]1[c:6]([O:16][CH2:31][c:30]2[cH:29][cH:28][c:27]([C:26]([F:25])([F:35])[F:36])[cH:34][cH:33]2)[c:7]2[cH:8][cH:9][cH:10][cH:11][c:12]2[c:13]([F:15])[cH:14]1.